This data is from the Open Reaction Database (ORD), a public repository of structured organic reaction records. The task is: describe an organic reaction: reactants, conditions, products, and yield Reactants: OC1=C(C=CC=C1)C1CC(=NN1C(=O)C1=CC=C(S1)C1=CC=C(C=O)C=C1)C=1C=NC=CC1 (4-(5-{[5-(2-hydroxyphenyl)-3-pyridin-3-yl-4,5-dihydro-1H-pyrazol-1-yl]carbonyl}-2-thienyl)benzaldehyde), N1CCCC1 (pyrrolidine), C(C)(=O)O[BH-](OC(C)=O)OC(C)=O.[Na+] (sodium triacetoxyborohydride). Run in C1CCOC1 (THF), O (water), Cl (HCl). Run at time 3 day. Yields the product N1=CC(=CC=C1)C1=NN(C(C1)C1=C(C=CC=C1)O)C(=O)C=1SC(=CC1)C1=CC=C(C=C1)CN1CCCC1 (2-[3-pyridin-3-yl-1-({5-[4-(pyrrolidin-1-ylmethyl)phenyl]-2-thienyl}carbonyl)-4,5-dihydro-1H-pyrazol-5-yl]phenol). Yield: 26.1%. Reaction SMILES: [OH:1][C:2]1[CH:7]=[CH:6][CH:5]=[CH:4][C:3]=1[CH:8]1[N:12]([C:13]([C:15]2[S:19][C:18]([C:20]3[CH:27]=[CH:26][C:23]([CH:24]=O)=[CH:22][CH:21]=3)=[CH:17][CH:16]=2)=[O:14])[N:11]=[C:10]([C:28]2[CH:29]=[N:30][CH:31]=[CH:32][CH:33]=2)[CH2:9]1.[NH:34]1[CH2:38][CH2:37][CH2:36][CH2:35]1.C(O[BH-](OC(=O)C)OC(=O)C)(=O)C.[Na+]>C1COCC1.O.Cl>[N:30]1[CH:31]=[CH:32][CH:33]=[C:28]([C:10]2[CH2:9][CH:8]([C:3]3[CH:4]=[CH:5][CH:6]=[CH:7][C:2]=3[OH:1])[N:12]([C:13]([C:15]3[S:19][C:18]([C:20]4[CH:27]=[CH:26][C:23]([CH2:24][N:34]5[CH2:38][CH2:37][CH2:36][CH2:35]5)=[CH:22][CH:21]=4)=[CH:17][CH:16]=3)=[O:14])[N:11]=2)[CH:29]=1 |f:2.3|. Reported procedure: To a solution of 4-(5-{[5-(2-hydroxyphenyl)-3-pyridin-3-yl-4,5-dihydro-1H-pyrazol-1-yl]carbonyl}-2-thienyl)benzaldehyde (0.205 g, 0.452 mmol) in THF (72 mL) was added pyrrolidine (0.042 mL, 0.50 mmol) and sodium triacetoxyborohydride (0.105 g, 0.497 mmol). The reaction mixture was allowed to stir at rt for 3 days. The solution was diluted with water and 1N aqueous HCl and extracted with EtOAc. The organic solutions were combined, washed with brine, dried over MgSO4, filtered and concentrated. Th... Starting materials: COC(=O)Cc1ccc(OCC(C)c2oc(-c3ccc(C(F)(F)F)cc3)nc2C(C)C)cc1C, CO, Cl, [Li+], C1CCOC1, [OH-], O. Product: Cc1cc(OCC(C)c2oc(-c3ccc(C(F)(F)F)cc3)nc2C(C)C)ccc1CC(=O)O. As a reaction SMILES: [CH3:1][O:2][C:3]([CH2:4][c:5]1[c:6]([CH3:33])[cH:7][c:8]([O:11][CH2:12][CH:13]([CH3:14])[c:15]2[c:16]([CH:30]([CH3:31])[CH3:32])[n:17][c:18](-[c:20]3[cH:21][cH:22][c:23]([C:26]([F:27])([F:28])[F:29])[cH:24][cH:25]3)[o:19]2)[cH:9][cH:10]1)=[O:34].[CH3:42][OH:43].[ClH:44].[Li+:35].[O:37]1[CH2:38][CH2:39][CH2:40][CH2:41]1.[OH-:36].[OH2:45]>>[O:2]=[C:3]([CH2:4][c:5]1[c:6]([CH3:33])[cH:7][c:8]([O:11][CH2:12][CH:13]([CH3:14])[c:15]2[c:16]([CH:30]([CH3:31])[CH3:32])[n:17][c:18](-[c:20]3[cH:21][cH:22][c:23]([C:26]([F:27])([F:28])[F:29])[cH:24][cH:25]3)[o:19]2)[cH:9][cH:10]1)[OH:34]. Reactants: BrCC1=C(C=C(C(=O)OC(C)(C)C)C=C1)[N+](=O)[O-] (t-butyl 4-bromomethyl-3-nitrobenzoate), amine, CN(C)C=O (DMF), O (water). Reaction conditions: time 30 minute. The product is CNCC1=C(C=C(C(=O)OC(C)(C)C)C=C1)[N+](=O)[O-] (t-butyl 4-(methylamino)methyl-3-nitrobenzoate). The yield is 36.0%. As a reaction SMILES: Br[CH2:2][C:3]1[CH:15]=[CH:14][C:6]([C:7]([O:9][C:10]([CH3:13])([CH3:12])[CH3:11])=[O:8])=[CH:5][C:4]=1[N+:16]([O-:18])=[O:17].O.[CH3:20][N:21](C=O)C>>[CH3:20][NH:21][CH2:2][C:3]1[CH:15]=[CH:14][C:6]([C:7]([O:9][C:10]([CH3:13])([CH3:12])[CH3:11])=[O:8])=[CH:5][C:4]=1[N+:16]([O-:18])=[O:17]. Reported procedure: Anhydrous methylamine was bubbled into anhydrous DMF (200 mL) at 0° C. for 15 min. A solution of t-butyl 4-bromomethyl-3-nitrobenzoate (5.0 g, 15.8 mmol) (Int. J. Peptide. Res., 36, 31 (1990)) in DMF (10 mL) was added dropwise to the cold amine solution. The solution was stirred at 0° for 30 min and poured into water. The mixture was extracted with ethyl acetate and the combined organic layers were washed with water, dried (sodium sulfate) and concentrated to give a yellow-brown oil. The oil was...